Dataset: the Open Reaction Database (ORD), a public repository of structured organic reaction records. Task: describe an organic reaction: reactants, conditions, products, and yield Starting materials: NC(C)C=1C=C(C(=O)OC)C=CC1 (methyl 3-(1-aminoethyl)benzoate), ClC1=NC(=CN=C1)Cl (2,6-dichloropyrazine), C([O-])([O-])=O.[K+].[K+] (potassium carbonate). Solvent: O1CCOCC1 (dioxane). Run at temperature 150 celsius. The product is ClC1=CN=CC(=N1)NC(C)C=1C=C(C(=O)OC)C=CC1 (methyl 3-{1-[(6-chloropyrazin-2-yl)amino]ethyl}benzoate). Isolated yield 15.3%. RXN SMILES: [NH2:1][CH:2]([C:4]1[CH:5]=[C:6]([CH:11]=[CH:12][CH:13]=1)[C:7]([O:9][CH3:10])=[O:8])[CH3:3].[Cl:14][C:15]1[CH:20]=[N:19][CH:18]=[C:17](Cl)[N:16]=1.C(=O)([O-])[O-].[K+].[K+]>O1CCOCC1>[Cl:14][C:15]1[N:16]=[C:17]([NH:1][CH:2]([C:4]2[CH:5]=[C:6]([CH:11]=[CH:12][CH:13]=2)[C:7]([O:9][CH3:10])=[O:8])[CH3:3])[CH:18]=[N:19][CH:20]=1 |f:2.3.4|. Procedure: A mixture of methyl 3-(1-aminoethyl)benzoate (120 mg, 0.67 mmol), 2,6-dichloropyrazine (150 mg, 1 mmol) and potassium carbonate (280 mg, 2 mmol) in dioxane (5 mL) was heated in a microwave reactor at 150° C. for 6 hours. After this time the mixture was cooled to room temperature, filtered and concentrated under reduced pressure to give a yellow oil which was purified by flash chromatography (silica, ethyl acetate/hexanes) to give methyl 3-{1-[(6-chloropyrazin-2-yl)amino]ethyl}benzoate (30 mg, 15... The reactants are CCOC(C)=O, O=[N+]([O-])c1ccnc(Cl)c1, [H-], [Na+], CN(C)C=O, COC(=O)c1cccc(O)c1. Yields the product COC(=O)c1cccc(Oc2ccnc(Cl)c2)c1. Reaction SMILES: [CH3:24][CH2:25][O:26][C:27](=[O:28])[CH3:29].[Cl:14][c:15]1[n:16][cH:17][cH:18][c:19]([N+:21]([O-:22])=[O:23])[cH:20]1.[H-:12].[Na+:13].[O:30]=[CH:31][N:32]([CH3:33])[CH3:34].[OH:1][c:2]1[cH:3][c:4]([C:5](=[O:6])[O:7][CH3:8])[cH:9][cH:10][cH:11]1>>[O:1]([c:2]1[cH:3][c:4]([C:5](=[O:6])[O:7][CH3:8])[cH:9][cH:10][cH:11]1)[c:19]1[cH:18][cH:17][n:16][c:15]([Cl:14])[cH:20]1. Starting materials: Cl.COC([C@H]1NCCC1)=O ((L)-proline methyl ester hydrochloride), C(C)(C)OC(=O)N[C@H](C(=O)O)C(C)(C)SC(C)C (2-(R)-isopropoxycarbonylamino-3-isopropylsulfanyl-3-methyl-butyric acid). Product: COC(=O)[C@H]1N(CCC1)C([C@H](C(C)(C)SC(C)C)NC(=O)OC(C)C)=O (1-[2-(R)-Isopropoxycarbonylamino-3-isopropylsulfanyl-3-methyl-butyryl-]-pyrrolidine-2-(S)-carboxylic acid methyl ester). The yield is 88.2%. Reaction SMILES: Cl.[CH3:2][O:3][C:4](=[O:10])[C@@H:5]1[CH2:9][CH2:8][CH2:7][NH:6]1.[CH:11]([O:14][C:15]([NH:17][C@@H:18]([C:22]([S:25][CH:26]([CH3:28])[CH3:27])([CH3:24])[CH3:23])[C:19](O)=[O:20])=[O:16])([CH3:13])[CH3:12]>>[CH3:2][O:3][C:4]([C@@H:5]1[CH2:9][CH2:8][CH2:7][N:6]1[C:19](=[O:20])[C@@H:18]([NH:17][C:15]([O:14][CH:11]([CH3:13])[CH3:12])=[O:16])[C:22]([S:25][CH:26]([CH3:28])[CH3:27])([CH3:23])[CH3:24])=[O:10] |f:0.1|. Procedure details: Reaction of 0.54 g of (L)-proline methyl ester hydrochloride and 0.89 g of 2-(R)-isopropoxycarbonylamino-3-isopropylsulfanyl-3-methyl-butyric acid according to the procedure described for example 91b afforded 1.10 g (88%) of the title compound as a colorless oil. (+)-APCI-MS: 389 (MH+).